From a dataset of the Open Reaction Database (ORD), a public repository of structured organic reaction records. describe an organic reaction: reactants, conditions, products, and yield The reactants are COC1CC(O[Si](C)(C)C(C)(C)C)CN(C(=O)OCc2ccccc2)C1, CO, CC(C)O, Cl. Yields the product COC1CC(O)CN(C(=O)OCc2ccccc2)C1. Reaction SMILES: [C:1]([Si:2]([CH3:3])([CH3:4])[O:6][CH:7]1[CH2:8][N:9]([C:15](=[O:16])[O:17][CH2:18][c:19]2[cH:20][cH:21][cH:22][cH:23][cH:24]2)[CH2:10][CH:11]([O:13][CH3:14])[CH2:12]1)([CH3:5])([CH3:25])[CH3:26].[CH3:32][OH:33].[CH:28]([OH:29])([CH3:30])[CH3:31].[ClH:27]>>[OH:6][CH:7]1[CH2:8][N:9]([C:15](=[O:16])[O:17][CH2:18][c:19]2[cH:20][cH:21][cH:22][cH:23][cH:24]2)[CH2:10][CH:11]([O:13][CH3:14])[CH2:12]1. Reactants: COC(C(C1CC(CCC1)=O)(F)S(=O)(=O)C1=CC=CC=C1)=O ((RS,SR)-benzenesulfonyl-fluoro-(3-oxo-cyclohexyl)-acetic acid methyl ester), Cl.ClC1=CC=C(C=C1)NN ((4-chloro-phenyl)-hydrazine hydrochloride), C(=O)(O)[O-].[Na+] (NaHCO3). Solvent: C(C)(=O)O (acetic acid). Conditions: temperature 40 celsius. The product is COC(C(F)(C1CC=2NC3=CC=C(C=C3C2CC1)Cl)S(=O)(=O)C1=CC=CC=C1)=O ((RS,SR)-benzenesulfonyl-(6-chloro-2,3,4,9-tetrahydro-1H-carbazol-2-yl)-fluoro-acetic acid methyl ester). The yield is 68.8%. RXN SMILES: [CH3:1][O:2][C:3](=[O:22])[C:4]([S:13]([C:16]1[CH:21]=[CH:20][CH:19]=[CH:18][CH:17]=1)(=[O:15])=[O:14])([F:12])[CH:5]1[CH2:10][CH2:9][CH2:8][C:7](=O)[CH2:6]1.Cl.[Cl:24][C:25]1[CH:30]=[CH:29][C:28]([NH:31]N)=[CH:27][CH:26]=1.C([O-])(O)=O.[Na+]>C(O)(=O)C>[CH3:1][O:2][C:3](=[O:22])[C:4]([S:13]([C:16]1[CH:21]=[CH:20][CH:19]=[CH:18][CH:17]=1)(=[O:15])=[O:14])([CH:5]1[CH2:10][CH2:9][C:8]2[C:29]3[C:28](=[CH:27][CH:26]=[C:25]([Cl:24])[CH:30]=3)[NH:31][C:7]=2[CH2:6]1)[F:12] |f:1.2,3.4|. Procedure: To 1.70 g (5.2 mmol) (RS,SR)-benzenesulfonyl-fluoro-(3-oxo-cyclohexyl)-acetic acid methyl ester in glacial acetic acid (20 mL), 1.05 g (5.72 mmol, 1.1 eq) of (4-chloro-phenyl)-hydrazine hydrochloride were added and the reaction mixture was stirred at 40° C. over night. An aqueous solution of NaHCO3 was added until pH=7 was reached, and the mixture was extracted with EtOAc. The combined organic phases were dried over Na2SO4, filtered and evaporated. A column chromatography on silica gel with hept... Procedure: An aqueous sodium hydroxide solution (2 ml) was added to a solution of ethyl 4-(trifluoromethyl)-1,3-thiazole-5-carboxylate (301 mg) in ethanol (3 ml), followed by stirring at room temperature for 4 hours. The reaction solution was concentrated under reduced pressure and water was added thereto, followed by washing with diethylether. A 1M hydrochloric acid (2 ml) was added to the aqueous layer, followed by extraction with ethyl acetate. The organic layer was washed with saturated brine and dried... Yields the product FC(C=1N=CSC1C(=O)O)(F)F (4-(trifluoromethyl)-1,3-thiazole-5-carboxylic acid). Isolated yield 99.1%. Reactants: [OH-].[Na+] (sodium hydroxide), FC(C=1N=CSC1C(=O)OCC)(F)F (ethyl 4-(trifluoromethyl)-1,3-thiazole-5-carboxylate). Run at time 4 hour. Run in C(C)O (ethanol). Reaction SMILES: [OH-].[Na+].[F:3][C:4]([F:16])([F:15])[C:5]1[N:6]=[CH:7][S:8][C:9]=1[C:10]([O:12]CC)=[O:11]>C(O)C>[F:16][C:4]([F:3])([F:15])[C:5]1[N:6]=[CH:7][S:8][C:9]=1[C:10]([OH:12])=[O:11] |f:0.1|. Starting materials: nitro, CC1=CC=C(C=C1)NC1=C(C=CC=C1)[N+](=O)[O-] (N-(4-methylphenyl)-2-nitroaniline), intermediate 2.2. Reagents/catalysts: [Pd] (Pd/C). Solvent: C(C)O (ethanol). The product is CC1=CC=C(C=C1)NC=1C(=CC=CC1)N (N′-(4-methylphenyl)-1,2-benzenediamine). Isolated yield 90.0%. Reaction SMILES: [CH3:1][C:2]1[CH:7]=[CH:6][C:5]([NH:8][C:9]2[CH:14]=[CH:13][CH:12]=[CH:11][C:10]=2[N+:15]([O-])=O)=[CH:4][CH:3]=1>C(O)C.[Pd]>[CH3:1][C:2]1[CH:7]=[CH:6][C:5]([NH:8][C:9]2[C:10]([NH2:15])=[CH:11][CH:12]=[CH:13][CH:14]=2)=[CH:4][CH:3]=1. Procedure details: The reduction of the nitro function of N-(4-methylphenyl)-2-nitroaniline (Synthesis (1990) 430) is carried out in the presence of Pd/C in ethanol, under the conditions described previously for intermediate 2.2. A violet product is obtained in a semi-oil semi-crystal form with a yield of 90%. The reactants are N1=CC=CC=C1 (pyridine), CSC1=NNC(=N1)N (3-methylthio-5-amino-1H-1,2,4-triazole), ClC1=CC=C(C(=O)Cl)C=C1 (4-chloro-benzoylchloride), O (water), O (water). Run in O1CCOCC1 (dioxane). Reaction conditions: temperature -5 celsius, time 1 hour. Yields the product ClC1=CC=C(C(=O)N2N=C(N=C2N)SC)C=C1 (1-(4-chloro-benzoyl)-3-methylthio-5-amino-1,2,4-triazole). The yield is 83.6%. RXN SMILES: N1C=CC=CC=1.[CH3:7][S:8][C:9]1[N:13]=[C:12]([NH2:14])[NH:11][N:10]=1.[Cl:15][C:16]1[CH:24]=[CH:23][C:19]([C:20](Cl)=[O:21])=[CH:18][CH:17]=1.O>O1CCOCC1>[Cl:15][C:16]1[CH:24]=[CH:23][C:19]([C:20]([N:11]2[C:12]([NH2:14])=[N:13][C:9]([S:8][CH3:7])=[N:10]2)=[O:21])=[CH:18][CH:17]=1. Procedure details: 4.7 g of pyridine are added to a solution of 7.8 g of 3-methylthio-5-amino-1H-1,2,4-triazole [Monatshefte fur Chemie 106, 1291 (1975)] in 200 ml of dioxane, then 10.8 g of 4-chloro-benzoylchloride are added dropwise at -5° C. The reaction mixture is stirred for one hour at -5° C., then for a further one hour at room temperature, finally 100 ml of water are added at water-cooling and the entire mixture is extracted with chloroform. The chloroform layer is washed with water, dried, evaporated to d...